From a dataset of the Open Reaction Database (ORD), a public repository of structured organic reaction records. describe an organic reaction: reactants, conditions, products, and yield The reactants are O=C([O-])[O-], CN=C=O, [K+], [K+], C1CCOC1, Oc1cccc(C2CCCN2Cc2cccnc2)c1. The product is CNC(=O)Oc1cccc(C2CCCN2Cc2cccnc2)c1. RXN SMILES: [C:24](=[O:25])([O-:26])[O-:27].[CH3:20][N:21]=[C:22]=[O:23].[K+:28].[K+:29].[O:30]1[CH2:31][CH2:32][CH2:33][CH2:34]1.[n:1]1[cH:2][c:3]([CH2:7][N:8]2[CH:9]([c:13]3[cH:14][c:15]([OH:19])[cH:16][cH:17][cH:18]3)[CH2:10][CH2:11][CH2:12]2)[cH:4][cH:5][cH:6]1>>[n:1]1[cH:2][c:3]([CH2:7][N:8]2[CH:9]([c:13]3[cH:14][c:15]([O:19][C:22]([NH:21][CH3:20])=[O:23])[cH:16][cH:17][cH:18]3)[CH2:10][CH2:11][CH2:12]2)[cH:4][cH:5][cH:6]1. Starting materials: FC(C(C(C(S(=O)(=O)O)(F)F)(F)F)(F)F)(S(=O)(=O)O)F (Perfluorobutane-1,4-bis-sulphonic acid), O=P12OP3(=O)OP(=O)(O1)OP(=O)(O2)O3 (P2O5). The product is FC1(C(C(C(S(=O)(=O)OS1(=O)=O)(F)F)(F)F)(F)F)F (perfluorobutane-1,4-bis-sulphonic acid anhydride). Reaction SMILES: [F:1][C:2]([F:20])([S:16]([OH:19])(=[O:18])=[O:17])[C:3]([F:15])([F:14])[C:4]([F:13])([F:12])[C:5]([F:11])([F:10])[S:6](O)(=[O:8])=[O:7].O=P12OP3(OP(OP(O3)(O1)=O)(=O)O2)=O>>[F:11][C:5]1([F:10])[S:6](=[O:7])(=[O:8])[O:17][S:16](=[O:19])(=[O:18])[C:2]([F:20])([F:1])[C:3]([F:15])([F:14])[C:4]1([F:12])[F:13]. Reported procedure: Perfluorobutane-1,4-bis-sulphonic acid (11.0 g, ˜30 mmol) was mixed with P2O5 (40 g, ˜10 eq) and sand. The mixture was heated to 140–180° C. and distilled under reduced pressure with dry-ice cooling collector to afford crude product (5.12 g). Redistilation gives pure perfluorobutane-1,4-bis-sulphonic acid anhydride.